Task: describe an organic reaction: reactants, conditions, products, and yield. Dataset: the Open Reaction Database (ORD), a public repository of structured organic reaction records The product is O=C(COc1ccccc1)Nc1ccccc1C(=O)O. The reactants are Cl, Nc1ccccc1C(=O)O, [Na+], O=C(Cl)COc1ccccc1, [OH-]. As a reaction SMILES: [ClH:22].[NH2:1][c:2]1[cH:3][cH:4][cH:5][cH:6][c:7]1[C:8]([OH:9])=[O:10].[Na+:24].[O:11]([c:12]1[cH:13][cH:14][cH:15][cH:16][cH:17]1)[CH2:18][C:19](=[O:20])[Cl:21].[OH-:23]>>[NH:1]([c:2]1[cH:3][cH:4][cH:5][cH:6][c:7]1[C:8]([OH:9])=[O:10])[C:19]([CH2:18][O:11][c:12]1[cH:13][cH:14][cH:15][cH:16][cH:17]1)=[O:20].